Dataset: the Open Reaction Database (ORD), a public repository of structured organic reaction records. Task: describe an organic reaction: reactants, conditions, products, and yield The reactants are solution, ClC1=CC=C(C=C1)[Mg]Br (4-chlorophenyl-magnesium bromide), nitrile, O=C(CCCC#N)C (5-oxohexanenitrile), O (water), Cl (hydrochloric acid). Solvent: C(C)OCC (diethyl ether), C(C)OCC (diethyl ether). Reaction conditions: time 30 minute. The product is OC(CCCC#N)(C)C1=CC=C(C=C1)Cl (5-hydroxy-5-(4-chlorophenyl)hexanenitrile). As a reaction SMILES: [Cl:1][C:2]1[CH:7]=[CH:6][C:5]([Mg]Br)=[CH:4][CH:3]=1.[O:10]=[C:11]([CH3:17])[CH2:12][CH2:13][CH2:14][C:15]#[N:16].O.Cl>C(OCC)C>[OH:10][C:11]([C:5]1[CH:6]=[CH:7][C:2]([Cl:1])=[CH:3][CH:4]=1)([CH3:17])[CH2:12][CH2:13][CH2:14][C:15]#[N:16]. Reported procedure: One hundred mL (0.1 mole) of a 1.0 molar solution of 4-chlorophenyl-magnesium bromide in diethyl ether is stirred, and a solution of 11.4 mL (0.1 mole) of 5-oxohexanenitrile in 125 mL of diethyl ether is added dropwise. The exothermic reaction causes the reaction mixture temperature to rise to about 31° C. The reaction mixture is then cooled in an ice-bath, and the dropwise addition of the nitrile solution is continued. The complete addition requires about 30 minutes. Upon completion of addition... The reactants are aqueous solution, Cl (hydrochloric acid), C1=CC=CC=C1 (benzene), [Cl-].[Al+3].[Cl-].[Cl-] (aluminum chloride), P(Cl)(Cl)Cl (phosphorus trichloride), BrCCCC(=O)O (4-bromobutyric acid), C1=CC=CC=C1 (benzene). Run at temperature 60 celsius, time 1 hour. Product: BrCCCC(=O)C1=CC=CC=C1 (4-bromobutyrophenone), BrCCCC(=O)O (4-bromobutyric acid). As a reaction SMILES: [Br:1][CH2:2][CH2:3][CH2:4][C:5]([OH:7])=[O:6].[CH:8]1[CH:13]=[CH:12][CH:11]=[CH:10][CH:9]=1.P(Cl)(Cl)Cl.[Cl-].[Al+3].[Cl-].[Cl-].Cl>>[Br:1][CH2:2][CH2:3][CH2:4][C:5]([C:8]1[CH:13]=[CH:12][CH:11]=[CH:10][CH:9]=1)=[O:7].[Br:1][CH2:2][CH2:3][CH2:4][C:5]([OH:7])=[O:6] |f:3.4.5.6|. Reported procedure: In this Example, 8.35 g of 4-bromobutyric acid (50 mmol) was dissolved in 10 g of benzene (128mmol) and, after the temperature was raised to 60° C., 3.43 g of phosphorus trichloride (24 mmol) was dropwise added. Thereafter, the mixture was stirred at that temperature for one hour. Then, after the mixture was cooled to 20° C., the reaction solution was dropwise added into a suspension solution of 20 g containing benzene (256 mmol) and 6.7 g of aluminum chloride (50 mmol) at 10° C. After stirring ... Reaction SMILES: [NH2:1][C:2]1[CH:11]=[C:10]2[C:5]([C:6](=[O:32])[N:7]([CH2:13][CH2:14][CH2:15][CH2:16][N:17]3[CH2:22][CH2:21][CH:20]([C:23](=[O:31])[C:24]4[CH:29]=[CH:28][C:27]([F:30])=[CH:26][CH:25]=4)[CH2:19][CH2:18]3)[C:8](=[O:12])[NH:9]2)=[CH:4][CH:3]=1.[C:33](OC(=O)C)(=[O:35])[CH3:34]>C(O)(=O)C>[F:30][C:27]1[CH:28]=[CH:29][C:24]([C:23]([CH:20]2[CH2:21][CH2:22][N:17]([CH2:16][CH2:15][CH2:14][CH2:13][N:7]3[C:6](=[O:32])[C:5]4[C:10](=[CH:11][C:2]([NH:1][C:33](=[O:35])[CH3:34])=[CH:3][CH:4]=4)[NH:9][C:8]3=[O:12])[CH2:18][CH2:19]2)=[O:31])=[CH:25][CH:26]=1. Solvent: C(C)(=O)O (acetic acid). The reactants are NC1=CC=C2C(N(C(NC2=C1)=O)CCCCN1CCC(CC1)C(C1=CC=C(C=C1)F)=O)=O (7-amino-3-[4-[4-(4-fluorobenzoyl)-1-piperidinyl]butyl]-2,4(1H,3H)-quinazolinedione), C(C)(=O)OC(C)=O (acetic acid anhydride). Product: FC1=CC=C(C(=O)C2CCN(CC2)CCCCN2C(NC3=CC(=CC=C3C2=O)NC(C)=O)=O)C=C1 (N-[3-[4-[4-(4-fluorobenzoyl)-1-piperidinyl]butyl]-1,2,3,4-tetrahydro-2,4-dioxo-7-quinazolinyl]-acetamide). Procedure details: A mixture of 5.8 parts of 7-amino-3-[4-[4-(4-fluorobenzoyl)-1-piperidinyl]butyl]-2,4(1H,3H)-quinazolinedione, 100 parts of acetic acid and 2.5 parts of acetic acid anhydride was stirred at reflux temperature. The reaction mixture was evaporated. The residue was stirred in water and ammonium hydroxide. The product was filtered off, washed with water and boiled in ethanol. After cooling, the product was filtered off, washed with 2,2'-oxybispropane and dried, yielding 6.3 parts (100%) of N-[3-[4-[4... The yield is 100.0%.